The task is: describe an organic reaction: reactants, conditions, products, and yield. This data is from the Open Reaction Database (ORD), a public repository of structured organic reaction records. Reactants: C1(=CC=CC=C1)C1=CC(NN=C1C1=CC=CC=C1)=O (5,6-diphenyl-3(2H)-pyridazinone), BrCCCCCCCC(=O)OC (methyl 8-bromooctanoate). Yields the product O=C1C=C(C(=NN1C(C(=O)OC)CCCCCC)C1=CC=CC=C1)C1=CC=CC=C1 (Methyl 6-Oxo-3,4-diphenyl-1(6H)pyridazinyloctanoate). Reaction SMILES: [C:1]1([C:7]2[C:12]([C:13]3[CH:18]=[CH:17][CH:16]=[CH:15][CH:14]=3)=[N:11][NH:10][C:9](=[O:19])[CH:8]=2)[CH:6]=[CH:5][CH:4]=[CH:3][CH:2]=1.Br[CH2:21][CH2:22][CH2:23][CH2:24][CH2:25][CH2:26][CH2:27][C:28]([O:30][CH3:31])=[O:29]>>[O:19]=[C:9]1[N:10]([CH:27]([CH2:26][CH2:25][CH2:24][CH2:23][CH2:22][CH3:21])[C:28]([O:30][CH3:31])=[O:29])[N:11]=[C:12]([C:13]2[CH:14]=[CH:15][CH:16]=[CH:17][CH:18]=2)[C:7]([C:1]2[CH:2]=[CH:3][CH:4]=[CH:5][CH:6]=2)=[CH:8]1. Reported procedure: Reaction of 5,6-diphenyl-3(2H)-pyridazinone and methyl 8-bromooctanoate according to the procedure of Example 1 provided the title compound as an oil. Reactants: C(=O)([O-])[O-].[K+].[K+] (K2CO3), compound A, C(C1=CC=CC=C1)OC(NCC=1SC=C(N1)C=1C=C2C3=C(N(C2=CC1)C)N(C(C(=C3)C3=C(C=C(C=C3)Cl)Cl)=O)C)=O ({4-[3-(2,4-dichlorophenyl)-1,9-dimethyl-2-oxo-2,9-dihydro-1H-pyrido[2,3-b]indol-6-yl]thiazol-2-ylmethyl}carbamic acid benzyl ester), C1(=CC=CC=C1)SC (thioanisole). Solvent: FC(C(=O)O)(F)F (trifluoroacetic acid). Run at time 16 hour. The product is NCC=1SC=C(N1)C=1C=C2C3=C(N(C2=CC1)C)N(C(C(=C3)C3=C(C=C(C=C3)Cl)Cl)=O)C (6-(2-Aminomethylthiazol-4-yl)-3-(2,4-dichlorophenyl)-1,9-dimethyl-1,9-dihydropyrido[2,3-b]indol-2-one). As a reaction SMILES: C(OC(=O)[NH:10][CH2:11][C:12]1[S:13][CH:14]=[C:15]([C:17]2[CH:18]=[C:19]3[C:23](=[CH:24][CH:25]=2)[N:22]([CH3:26])[C:21]2[N:27]([CH3:40])[C:28](=[O:39])[C:29]([C:31]4[CH:36]=[CH:35][C:34]([Cl:37])=[CH:33][C:32]=4[Cl:38])=[CH:30][C:20]3=2)[N:16]=1)C1C=CC=CC=1.C1(SC)C=CC=CC=1.C([O-])([O-])=O.[K+].[K+]>FC(F)(F)C(O)=O>[NH2:10][CH2:11][C:12]1[S:13][CH:14]=[C:15]([C:17]2[CH:18]=[C:19]3[C:23](=[CH:24][CH:25]=2)[N:22]([CH3:26])[C:21]2[N:27]([CH3:40])[C:28](=[O:39])[C:29]([C:31]4[CH:36]=[CH:35][C:34]([Cl:37])=[CH:33][C:32]=4[Cl:38])=[CH:30][C:20]3=2)[N:16]=1 |f:2.3.4|. Reported procedure: 780 mg (1.3 mmol) of compound A {4-[3-(2,4-dichlorophenyl)-1,9-dimethyl-2-oxo-2,9-dihydro-1H-pyrido[2,3-b]indol-6-yl]thiazol-2-ylmethyl}carbamic acid benzyl ester are dissolved in 12 ml of trifluoroacetic acid. 8 ml (10.3 mmol) of thioanisole are added and the mixture is stirred at ambient temperature for 16 hours. It is poured into a saturated K2CO3 solution and the mixture is extracted with EtOAc. The organic phase is adsorbed onto silica and purification is carried out on a silica column, elu... Reactants: [BH4-], CCO, O=CCC(Cn1ccnc1)c1ccc(Cl)c(Cl)c1, Cl, [Na+], [Na+], [Na+], O=C([O-])[O-], O. Product: OCCC(Cn1ccnc1)c1ccc(Cl)c(Cl)c1. RXN SMILES: [BH4-:1].[CH3:28][CH2:29][OH:30].[Cl:3][c:4]1[cH:5][c:6]([CH:11]([CH2:12][CH:13]=[O:14])[CH2:15][n:16]2[cH:17][n:18][cH:19][cH:20]2)[cH:7][cH:8][c:9]1[Cl:10].[ClH:21].[Na+:22].[Na+:23].[Na+:2].[O-:24][C:25](=[O:26])[O-:27].[OH2:31]>>[Cl:3][c:4]1[cH:5][c:6]([CH:11]([CH2:12][CH2:13][OH:14])[CH2:15][n:16]2[cH:17][n:18][cH:19][cH:20]2)[cH:7][cH:8][c:9]1[Cl:10]. Reactants: N#Cc1cc(Br)ccc1[N+](=O)[O-], Nc1cc(Br)ccc1[N+](=O)[O-], [C-]#N, [Cl-], Cl, O=N[O-], Nc1ccccc1, [Na+]. Product: N#Cc1cc(Br)ccc1N. As a reaction SMILES: [Br:12][c:13]1[cH:14][cH:15][c:16]([N+:21]([O-:22])=[O:23])[c:17]([C:18]#[N:19])[cH:20]1.[Br:1][c:2]1[cH:3][cH:4][c:5]([N+:6]([O-:7])=[O:8])[c:9]([NH2:11])[cH:10]1.[C-:36]#[N:37].[Cl-:38].[ClH:35].[N:31]([O-:32])=[O:33].[NH2:24][c:25]1[cH:26][cH:27][cH:28][cH:29][cH:30]1.[Na+:34]>>[Br:12][c:13]1[cH:14][cH:15][c:16]([NH2:21])[c:17]([C:18]#[N:19])[cH:20]1. Reactants: [BH3-]C#N, O=C([O-])O, CCOC(=O)C1CCCC1N, CO, CC(=O)[O-], CCOC(C)=O, CC(C)(C)CC=O, Cl, [Na+], [Na+], [Na+]. Yields the product CCOC(=O)C1CCCC1NCCC(C)(C)C. Reaction SMILES: [C:13]([BH3-:14])#[N:15].[C:37](=[O:38])([OH:39])[O-:40].[CH2:18]([CH3:19])[O:20][C:21](=[O:22])[CH:23]1[CH:24]([NH2:28])[CH2:25][CH2:26][CH2:27]1.[CH3:29][OH:30].[CH3:2][C:3](=[O:4])[O-:5].[CH3:31][CH2:32][O:33][C:34](=[O:35])[CH3:36].[CH3:6][C:7]([CH2:8][CH:9]=[O:10])([CH3:11])[CH3:12].[ClH:17].[Na+:16].[Na+:1].[Na+:41]>>[CH3:6][C:7]([CH2:8][CH2:9][NH:28][CH:24]1[CH:23]([C:21]([O:20][CH2:18][CH3:19])=[O:22])[CH2:27][CH2:26][CH2:25]1)([CH3:11])[CH3:12]. Reactants: CC(=O)O, Cl, [K+], CCOC(=O)N1CC2CCN(c3ccc(-c4ccc(-n5ncccc5=O)cc4)cc3)C2C1, [OH-], O. The product is O=c1cccnn1-c1ccc(-c2ccc(N3CCC4CNCC43)cc2)cc1. As a reaction SMILES: [C:35]([OH:36])(=[O:37])[CH3:38].[ClH:39].[K+:34].[O:1]=[c:2]1[cH:3][cH:4][cH:5][n:6][n:7]1-[c:8]1[cH:9][cH:10][c:11](-[c:14]2[cH:15][cH:16][c:17]([N:20]3[CH:21]4[CH:22]([CH2:23][CH2:24]3)[CH2:25][N:26]([C:28]([O:29][CH2:30][CH3:31])=[O:32])[CH2:27]4)[cH:18][cH:19]2)[cH:12][cH:13]1.[OH-:33].[OH2:40]>>[O:1]=[c:2]1[cH:3][cH:4][cH:5][n:6][n:7]1-[c:8]1[cH:9][cH:10][c:11](-[c:14]2[cH:15][cH:16][c:17]([N:20]3[CH:21]4[CH:22]([CH2:23][CH2:24]3)[CH2:25][NH:26][CH2:27]4)[cH:18][cH:19]2)[cH:12][cH:13]1. Reactants: C1([N+](=O)[O-])=CC([N+](=O)[O-])=CC([N+](=O)[O-])=C1O (picric acid), N(=O)C1=CC=C(C=C1)O (mono-nitroso phenol). Yields the product C1([N+](=O)[O-])=CC([N+](=O)[O-])=CC([N+](=O)[O-])=C1O (picric acid), [N+](=O)(O)[O-] (nitric acid). Reaction SMILES: [C:1]1([C:15]([OH:16])=[C:11]([N+:12]([O-:14])=[O:13])[CH:10]=[C:6]([N+:7]([O-:9])=[O:8])[CH:5]=1)[N+:2]([O-:4])=[O:3].N(C1C=CC(O)=CC=1)=[O:18]>>[C:11]1([C:15]([OH:16])=[C:1]([N+:2]([O-:4])=[O:3])[CH:5]=[C:6]([N+:7]([O-:9])=[O:8])[CH:10]=1)[N+:12]([O-:14])=[O:13].[N+:12]([O-:14])([OH:18])=[O:13]. Procedure details: A process for the production of picric acid comprising adding a liquid suspension containing from about 4 to about 20 percent weight/volume of mono-nitroso phenol over a period of time sufficient to form picric acid to a nitric acid solution containing between 45 and 100 percent by weight of nitric acid, said solution being maintained at a temperature in the range from about 45° to 100°C. RXN SMILES: [C:1]([C:5]1[CH:12]=[CH:11][CH:10]=[C:7](C=O)[C:6]=1[OH:13])([CH3:4])([CH3:3])[CH3:2].[CH2:14]=[O:15].[ClH:16].[C:17]([O-])([O-])=O.[Na+].[Na+]>>[C:1]([C:5]1[CH:12]=[C:11]([CH2:17][Cl:16])[CH:10]=[C:7]([CH:14]=[O:15])[C:6]=1[OH:13])([CH3:2])([CH3:3])[CH3:4] |f:3.4.5|. The yield is 97.0%. Product: C(C)(C)(C)C1=C(C(C=O)=CC(=C1)CCl)O (3-tert-Butyl-5-chloromethylsalicylaldehyde). Reactants: C(=O)([O-])[O-].[Na+].[Na+] (Na2CO3), C(C)(C)(C)C1=C(C(C=O)=CC=C1)O (3-tert-Butylsalicylaldehyde), C=O (paraformaldehyde), Cl (HCl), Cl (HCl). Reported procedure: A mixture of 3-tert-butylsalicylaldehyde (7)(3.56 g, 20 mmol) and paraformaldehyde (1.20 g, 40 mmol) was stirred with concentrated HCl (15 mL) for 14 days, although with the first drops of concentrated HCl, the emulsion became red. The mixture was then treated with a saturated solution of Na2CO3 until neutralisation. The mixture was extracted with EtOAc (3×30 mL). Organic layers were dried over MgSO4 and the volatiles were evaporated under low pressure to give a beige solid which did not require... Starting materials: CC1=C(OCCBr)C(=CC=C1)C (2-(2,6-dimethylphenoxy)-1-bromo-ethane), [I-].[Na+] (sodium iodide), C([O-])([O-])=O.[K+].[K+] (potassium carbonate), N1CCNCC1 (piperazine). Solvent: CC(=O)CC (methylethylketone). Product: CC1=C(OCCN2CCNCC2)C(=CC=C1)C (1-[2-(2,6-Dimethyl-phenoxy)ethyl]piperazine). Reaction SMILES: [CH3:1][C:2]1[CH:11]=[CH:10][CH:9]=[C:8]([CH3:12])[C:3]=1[O:4][CH2:5][CH2:6]Br.[I-].[Na+].C(=O)([O-])[O-].[K+].[K+].[NH:21]1[CH2:26][CH2:25][NH:24][CH2:23][CH2:22]1>CC(CC)=O>[CH3:1][C:2]1[CH:11]=[CH:10][CH:9]=[C:8]([CH3:12])[C:3]=1[O:4][CH2:5][CH2:6][N:21]1[CH2:26][CH2:25][NH:24][CH2:23][CH2:22]1 |f:1.2,3.4.5|. Procedure details: To methylethylketone (1 liter) are added 2-(2,6-dimethylphenoxy)-1-bromo-ethane (132 g), sodium iodide (85 g), potassium carbonate (80 g) and piperazine (200 g). The mixture is refluxed for 24 hours, with stirring. After cooling, the mixture is filtered and then washed with 3×300 ml benzene. After evaporation of the benzene, the piperazine derivative is distilled; b.p. 25 mm Hg=190° C.